The task is: describe an organic reaction: reactants, conditions, products, and yield. This data is from the Open Reaction Database (ORD), a public repository of structured organic reaction records. The reactants are Cl (hydrochloric acid), ClC=1C=C(C(=O)Cl)C=CC1 (3-chlorobenzoyl chloride), ClC1=C(C=C(C=C1)Cl)[N+](=O)[O-] (2,5-dichloronitrobenzene), N1CCC(CC1)CCO (4-piperdineethanol). Reagents/catalysts: [Pd] (palladium on carbon). The solvent is C(C)O (ethanol), C(C)#N (acetonitrile), CN(C=O)C (N,N-dimethylformamide), O (water). Reaction conditions: temperature 130 celsius, time 8 hour. Yields the product ClC=1C=C(C(=O)NC2=C(C=CC(=C2)Cl)N2CCC(CC2)CCO)C=CC1 (3-chloro-N-{5-chloro-2-[4-(2-hydroxy-ethyl)-piperidin-1-yl]-phenyl}-benzamide). Isolated yield 39.0%. Reaction SMILES: Cl[C:2]1[CH:7]=[CH:6][C:5]([Cl:8])=[CH:4][C:3]=1[N+:9]([O-])=O.[NH:12]1[CH2:17][CH2:16][CH:15]([CH2:18][CH2:19][OH:20])[CH2:14][CH2:13]1.Cl.[Cl:22][C:23]1[CH:24]=[C:25]([CH:29]=[CH:30][CH:31]=1)[C:26](Cl)=[O:27]>CN(C)C=O.O.C(O)C.[Pd].C(#N)C>[Cl:22][C:23]1[CH:24]=[C:25]([CH:29]=[CH:30][CH:31]=1)[C:26]([NH:9][C:3]1[CH:4]=[C:5]([Cl:8])[CH:6]=[CH:7][C:2]=1[N:12]1[CH2:17][CH2:16][CH:15]([CH2:18][CH2:19][OH:20])[CH2:14][CH2:13]1)=[O:27]. Procedure: A mixture of 1.00 g (5.21 mmol) of 2,5-dichloronitrobenzene and 1.01 g (7.81 mmol) of 4-piperdineethanol in N,N-dimethylformamide (3 mL) is heated at 130° C. and stirred overnight. The mixture is cooled to room temperature, diluted with water and extracted with ethyl acetate. The combined organic phase is washed with brine, dried over anhydrous sodium sulfate and concentrated under reduced pressure to provide a red oil. The residue is dissolved in ethanol (15 mL) and 0.20 g (0.19 mmol) of 10% pa... Reactants: NC1=C(C=C(C#N)C=C1)OC (4-amino-3-methoxy-benzonitrile), FC(C(=O)O)(F)F.ClC1=C(C=C2C(=C1)NC(C21C(NC(C1C1=C(C(=CC=C1)Cl)F)C(=O)O)CC(C)(C)C)=O)F (rac-(2′S,3′R,4′S,5′R)-6-chloro-4′-(3-chloro-2-fluoro-phenyl)-2′-(2,2-dimethyl-propyl)-5-fluoro-2-oxo-1,2-dihydro-spiro[indole-3,3′-pyrrolidine]-5′-carboxylic acid trifluoroacetic acid), C(C)(C)N(CC)C(C)C (diisopropylethylamine), C1(=CC=CC=C1)P(=O)(C1=CC=CC=C1)Cl (diphenylphosphinic chloride). Yields the product C(#N)C1=CC(=C(C=C1)NC(=O)C1C(C2(C(N1)CC(C)(C)C)C(NC1=CC(=C(C=C12)F)Cl)=O)C1=C(C(=CC=C1)Cl)F)OC (rac-(2′S,3′R,4′S,5′R)-6-chloro-4′-(3-chloro-2-fluoro-phenyl)-2′-(2,2-dimethyl-propyl)-5-fluoro-2-oxo-1,2-dihydro-spiro[indole-3,3′-pyrrolidine]-5′-carboxylic acid (4-cyano-2-methoxy-phenyl)-amide), solid. Yield: 33.0%. As a reaction SMILES: FC(F)(F)C(O)=O.[Cl:8][C:9]1[CH:14]=[C:13]2[NH:15][C:16](=[O:38])[C:17]3([CH:21]([C:22]4[CH:27]=[CH:26][CH:25]=[C:24]([Cl:28])[C:23]=4[F:29])[CH:20]([C:30](O)=[O:31])[NH:19][CH:18]3[CH2:33][C:34]([CH3:37])([CH3:36])[CH3:35])[C:12]2=[CH:11][C:10]=1[F:39].C(N(C(C)C)CC)(C)C.C1(P(Cl)(C2C=CC=CC=2)=O)C=CC=CC=1.[NH2:64][C:65]1[CH:72]=[CH:71][C:68]([C:69]#[N:70])=[CH:67][C:66]=1[O:73][CH3:74]>>[C:69]([C:68]1[CH:71]=[CH:72][C:65]([NH:64][C:30]([CH:20]2[NH:19][CH:18]([CH2:33][C:34]([CH3:36])([CH3:35])[CH3:37])[C:17]3([C:12]4[C:13](=[CH:14][C:9]([Cl:8])=[C:10]([F:39])[CH:11]=4)[NH:15][C:16]3=[O:38])[CH:21]2[C:22]2[CH:27]=[CH:26][CH:25]=[C:24]([Cl:28])[C:23]=2[F:29])=[O:31])=[C:66]([O:73][CH3:74])[CH:67]=1)#[N:70] |f:0.1|. Reported procedure: In a manner similar to the method described in Example 5, rac-(2′S,3′R,4′S,5′R)-6-chloro-4′-(3-chloro-2-fluoro-phenyl)-2′-(2,2-dimethyl-propyl)-5-fluoro-2-oxo-1,2-dihydro-spiro[indole-3,3′-pyrrolidine]-5′-carboxylic acid trifluoroacetic acid prepared in Example 47 (0.7 g, 1.2 mmol), was reacted with diisopropylethylamine (0.78 g, 6.0 mmol), diphenylphosphinic chloride (0.57 g, 2.4 mmol), then reacted with 4-amino-3-methoxy-benzonitrile prepared in Example 57 (0.54 g, 3.6 mmol) to give rac-(2′S,3... Starting materials: C(C)(=O)O[BH-](OC(C)=O)OC(C)=O.[Na+] (sodium triacetoxyborohydride), C=O (formaldehyde), aqueous solution, C(CCC(=O)O)(=O)O.FC=1C=CC2=C(N=C(C3=C(N2)C=CC(=C3)C(F)(F)F)N3CC(NCC3)CCC3=CC=C(C=C3)OC)C1 (8-Fluoro-11-{3-[2-(4-methoxy-phenyl)-ethyl]-piperazin-1-yl}-2-trifluoromethyl-5H-dibenzo[b,e][1,4]diazepine succinate). The solvent is ClCCl (dichloromethane), [Cl-].[Na+] (sodium chloride). The product is FC=1C=CC2=C(N=C(C3=C(N2)C=CC(=C3)C(F)(F)F)N3CC(N(CC3)C)CCC3=CC=C(C=C3)OC)C1 (8-Fluoro-11-{3-[2-(4-methoxy-phenyl)-ethyl]-4-methyl-piperazin-1-yl}-2-trifluoromethyl-5H-dibenzo[b,e][1,4]diazepine). Isolated yield 75.0%. RXN SMILES: [C:1](O)(=O)CCC(O)=O.[F:9][C:10]1[CH:11]=[CH:12][C:13]2[NH:19][C:18]3[CH:20]=[CH:21][C:22]([C:24]([F:27])([F:26])[F:25])=[CH:23][C:17]=3[C:16]([N:28]3[CH2:33][CH2:32][NH:31][CH:30]([CH2:34][CH2:35][C:36]4[CH:41]=[CH:40][C:39]([O:42][CH3:43])=[CH:38][CH:37]=4)[CH2:29]3)=[N:15][C:14]=2[CH:44]=1.C(O[BH-](OC(=O)C)OC(=O)C)(=O)C.[Na+].C=O>ClCCl.[Cl-].[Na+]>[F:9][C:10]1[CH:11]=[CH:12][C:13]2[NH:19][C:18]3[CH:20]=[CH:21][C:22]([C:24]([F:27])([F:25])[F:26])=[CH:23][C:17]=3[C:16]([N:28]3[CH2:33][CH2:32][N:31]([CH3:1])[CH:30]([CH2:34][CH2:35][C:36]4[CH:37]=[CH:38][C:39]([O:42][CH3:43])=[CH:40][CH:41]=4)[CH2:29]3)=[N:15][C:14]=2[CH:44]=1 |f:0.1,2.3,6.7|. Procedure: Dissolve the free base obtained from Example 609 (0.078 g, 0.16 mmol) in dichloromethane (8 ml). Add sodium triacetoxyborohydride (0.066 g, 0.31 mmol) and formaldehyde (0.005 g, 0.16 mmol, 0.013 g of a 37% aqueous solution) and stir the mixture for two hours at ambient temperature. Dilute the mixture with saturated aqueous sodium chloride (50 mL) and extract three times with dichloromethane. Combine the organic layers, dryover sodium sulfate and remove the solvent under reduced pressure. Purific... Product: IC1=CC=C(C=C1)NC(NC1=CC=C(C=C1)S(=O)(=O)N)=S (4-(3-(4-iodophenyl)thioureido)benzenesulfonamide). Procedure: The subject compound was prepared utilizing the procedure described above from 4-isothiocyanatobenzenesulfonamide and 4-iodoaniline. 1H NMR (400 MHz, DMSO-d6) δ 10.13 (s, 1H), 10.08 (s, 1H), 7.76-7.65 (m, 6H), 7.32 (d, J=8.8 Hz, 2H), 7.29 (bs, 2H); (M+H)+ (434). As a reaction SMILES: [N:1]([C:4]1[CH:9]=[CH:8][C:7]([S:10]([NH2:13])(=[O:12])=[O:11])=[CH:6][CH:5]=1)=[C:2]=[S:3].[I:14][C:15]1[CH:21]=[CH:20][C:18]([NH2:19])=[CH:17][CH:16]=1>>[I:14][C:15]1[CH:21]=[CH:20][C:18]([NH:19][C:2](=[S:3])[NH:1][C:4]2[CH:5]=[CH:6][C:7]([S:10]([NH2:13])(=[O:11])=[O:12])=[CH:8][CH:9]=2)=[CH:17][CH:16]=1. Starting materials: N(=C=S)C1=CC=C(C=C1)S(=O)(=O)N (4-isothiocyanatobenzenesulfonamide), IC1=CC=C(N)C=C1 (4-iodoaniline), ( 434 ). The reactants are O=C(Cl)CCC(=O)Cl, O=C([O-])CCC(=O)[O-], CC(C)CCCC(C)C1CCC2C3CC=C4CC(O)CCC4(C)C3CCC12C, CC#N, [OH]. Yields the product CC(C)CCCC(C)C1CCC2C3CC=C4CC(OC(=O)CCC(=O)O)CCC4(C)C3CCC12C. Reaction SMILES: [C:29]([Cl:30])(=[O:31])[CH2:32][CH2:33][C:34]([Cl:35])=[O:36].[C:37]([CH2:38][CH2:39][C:40](=[O:41])[O-:42])(=[O:43])[O-:44].[CH3:1][CH:2]([CH3:3])[CH2:4][CH2:5][CH2:6][CH:7]([CH3:8])[CH:9]1[CH2:10][CH2:11][CH:12]2[CH:13]3[CH2:14][CH:15]=[C:16]4[CH2:17][CH:18]([OH:19])[CH2:20][CH2:21][C:22]4([CH3:23])[CH:24]3[CH2:25][CH2:26][C:27]12[CH3:28].[CH3:46][C:47]#[N:48].[OH:45]>>[CH3:1][CH:2]([CH3:3])[CH2:4][CH2:5][CH2:6][CH:7]([CH3:8])[CH:9]1[CH2:10][CH2:11][CH:12]2[CH:13]3[CH2:14][CH:15]=[C:16]4[CH2:17][CH:18]([O:19][C:37]([CH2:38][CH2:39][C:40](=[O:41])[OH:42])=[O:43])[CH2:20][CH2:21][C:22]4([CH3:23])[CH:24]3[CH2:25][CH2:26][C:27]12[CH3:28]. Reactants: CC(C)(C)O, CCOC(=O)C(C)c1ccc(Cl)cc1, N. The product is CC(C(N)=O)c1ccc(Cl)cc1. As a reaction SMILES: [CH3:16][C:17]([OH:18])([CH3:19])[CH3:20].[Cl:1][c:2]1[cH:3][cH:4][c:5]([CH:8]([C:9](=[O:10])[O:11][CH2:12][CH3:13])[CH3:14])[cH:6][cH:7]1.[NH3:15]>>[Cl:1][c:2]1[cH:3][cH:4][c:5]([CH:8]([C:9](=[O:10])[NH2:15])[CH3:14])[cH:6][cH:7]1. Reaction conditions: time 30 minute. The yield is 96.0%. The reactants are O (H2O), BrCC=1C(=NC(=C(C1)F)Cl)Cl (3-bromomethyl-2,6-dichloro-5-fluoro-pyridine), C(=C)C1=C(C=CC=C1)NC(C)=O (N-(2-vinyl-phenyl)-acetamide), [H-].[Na+] (NaH). Procedure: To a stirred mixture of 1B (0.5 g, 1.93 mmol) and N-(2-vinyl-phenyl)-acetamide bb (0.314 g, 1.95 mmol) in DMF (5 mL) was added NaH (47 mg, 1.95 mmol) at 0° C. The reaction mixture was stirred for 30 minutes at room temperature, then poured into H2O (50 mL) and extracted with Et2O (20 mL). The Et2O layer was washed with H2O (2×20 mL), dried (MgSO4), filtered and concentrated in vacuo to give 1C (0.63 g, 96%). HPLC Rt=3.212 min. (Column: YMC ODS-A 4.6×50 mm (4 min.); Solvent A=10% MeOH, 90% H2O, 0... Product: ClC1=NC(=C(C=C1CN(C(C)=O)C1=C(C=CC=C1)C=C)F)Cl (N-(2,6-dichloro-5-fluoro-pyridin-3-ylmethyl)-N-(2-vinyl-phenyl)-acetamide). Solvent: CN(C)C=O (DMF). As a reaction SMILES: Br[CH2:2][C:3]1[C:4]([Cl:11])=[N:5][C:6]([Cl:10])=[C:7]([F:9])[CH:8]=1.[CH:12]([C:14]1[CH:19]=[CH:18][CH:17]=[CH:16][C:15]=1[NH:20][C:21](=[O:23])[CH3:22])=[CH2:13].[H-].[Na+].O>CN(C=O)C>[Cl:11][C:4]1[C:3]([CH2:2][N:20]([C:15]2[CH:16]=[CH:17][CH:18]=[CH:19][C:14]=2[CH:12]=[CH2:13])[C:21](=[O:23])[CH3:22])=[CH:8][C:7]([F:9])=[C:6]([Cl:10])[N:5]=1 |f:2.3|. The reactants are FC(S(=O)(=O)OC1=CC2=C(C=N1)C1(C(CCC2)CC2(OCCO2)CC1)CC1=NC=CC=C1)(F)F (rac-(7aR,11aS)-11a-(pyridin-2-ylmethyl)-5,6,7,7a,8,10,11,11a-octahydrospiro[benzo[6,7]cyclohepta[1,2-c]pyridine-9,2′-[1,3]dioxolan]-3-yl trifluoromethanesulfonate), C(=C\C1=CC=CC=C1)/B(O)O ((E)-styrylboronic acid), C([O-])([O-])=O.[Cs+].[Cs+] (cesium carbonate), O1CCOCC1 (1,4-dioxane). The reagents and catalysts are Cl[Pd]([P](C1=CC=CC=C1)(C2=CC=CC=C2)C3=CC=CC=C3)([P](C4=CC=CC=C4)(C5=CC=CC=C5)C6=CC=CC=C6)Cl (bis(triphenylphosphine)palladium(II) dichloride). Solvent: O (water). Run at temperature 90 celsius. Yields the product N1=C(C=CC=C1)C[C@@]12[C@H](CCCC3=C1C=NC(=C3)\C=C\C3=CC=CC=C3)CC3(OCCO3)CC2 ((7aR,11aS)-11a-(pyridin-2-ylmethyl)-3-((E)-styryl)-5,6,7,7a,8,10,11,11a-octahydrospiro[benzo[6,7]cyclohepta[1,2-c]pyridine-9,2′-[1,3]dioxolane]). The yield is 74.1%. RXN SMILES: FC(F)(F)S(O[C:7]1[N:12]=[CH:11][C:10]2[C:13]3([CH2:26][C:27]4[CH:32]=[CH:31][CH:30]=[CH:29][N:28]=4)[CH2:25][CH2:24][C:19]4([O:23][CH2:22][CH2:21][O:20]4)[CH2:18][CH:14]3[CH2:15][CH2:16][CH2:17][C:9]=2[CH:8]=1)(=O)=O.[CH:35](/B(O)O)=[CH:36]\[C:37]1[CH:42]=[CH:41][CH:40]=[CH:39][CH:38]=1.C(=O)([O-])[O-].[Cs+].[Cs+].O1CCOCC1>Cl[Pd](Cl)([P](C1C=CC=CC=1)(C1C=CC=CC=1)C1C=CC=CC=1)[P](C1C=CC=CC=1)(C1C=CC=CC=1)C1C=CC=CC=1.O>[N:28]1[CH:29]=[CH:30][CH:31]=[CH:32][C:27]=1[CH2:26][C@@:13]12[CH2:25][CH2:24][C:19]3([O:23][CH2:22][CH2:21][O:20]3)[CH2:18][C@H:14]1[CH2:15][CH2:16][CH2:17][C:9]1[CH:8]=[C:7](/[CH:35]=[CH:36]/[C:37]3[CH:42]=[CH:41][CH:40]=[CH:39][CH:38]=3)[N:12]=[CH:11][C:10]=12 |f:2.3.4,^1:60,79|. Procedure: A flask with stir bar and nitrogen line was charged with rac-(7aR,11aS)-11a-(pyridin-2-ylmethyl)-5,6,7,7a,8,10,11,11a-octahydrospiro[benzo[6,7]cyclohepta[1,2-c]pyridine-9,2′-[1,3]dioxolan]-3-yl trifluoromethanesulfonate (144, R2=Pyridin-2-ylmethyl) (9.14 g, 18.34 mmol) (assumed 100% for previous reaction), (E)-styrylboronic acid (3.39 g, 22.9 mmol), cesium carbonate (14.94 g, 45.9 mmol), 1,4-dioxane (130 mL), water (32.5 mL) and bis(triphenylphosphine)palladium(II) dichloride (0.644 g, 0.917 mmo...